describe an organic reaction: reactants, conditions, products, and yield From a dataset of the Open Reaction Database (ORD), a public repository of structured organic reaction records. Reactants: C(C)(C)(C)OC(=O)N1[C@H](C[C@@H](C1)F)[C@H]([C@H](CC1=CC=CC=C1)[N+](=O)[O-])O (4-(S)-fluoro-2-(R)-(1-(R)-hydroxy-2-(S)-nitro-3-phenylpropyl)-pyrrolidine-1-carboxylic acid tert-butyl ester), [BH4-].[Na+] (sodium borohydride). Reagents/catalysts: O.O.O.O.O.O.[Ni](Cl)Cl (nickel chloride hexahydrate). The solvent is CO (methanol). Run at time 10 minute. Yields the product C(C)(C)(C)OC(=O)N1[C@H](C[C@@H](C1)F)[C@H]([C@H](CC1=CC=CC=C1)N)O (2-(R)-(2-(S)-Amino-1-(S)-hydroxy-3-phenylpropyl)-4-(S)-fluoropyrrolidine-1-carboxylic acid tert-butyl ester). RXN SMILES: [C:1]([O:5][C:6]([N:8]1[CH2:12][C@@H:11]([F:13])[CH2:10][C@@H:9]1[C@@H:14]([OH:26])[C@@H:15]([N+:23]([O-])=O)[CH2:16][C:17]1[CH:22]=[CH:21][CH:20]=[CH:19][CH:18]=1)=[O:7])([CH3:4])([CH3:3])[CH3:2].[BH4-].[Na+]>CO.O.O.O.O.O.O.[Ni](Cl)Cl>[C:1]([O:5][C:6]([N:8]1[CH2:12][C@@H:11]([F:13])[CH2:10][C@@H:9]1[C@@H:14]([OH:26])[C@@H:15]([NH2:23])[CH2:16][C:17]1[CH:18]=[CH:19][CH:20]=[CH:21][CH:22]=1)=[O:7])([CH3:4])([CH3:2])[CH3:3] |f:1.2,4.5.6.7.8.9.10|. Procedure details: Dissolve nickel chloride hexahydrate (0.021 g, 0.09 mmol) and 4-(S)-fluoro-2-(R)-(1-(R)-hydroxy-2-(S)-nitro-3-phenylpropyl)-pyrrolidine-1-carboxylic acid tert-butyl ester (0.33 g, 0.897 mmol) in methanol (5 mL). Cool in an ice bath and add sodium borohydride (0.17 g, 4.485 mmol) portionwise over 1 min. Stir 10 min, then concentrate. Partition in water and ethyl acetate and filter through filter agent. Separate layers and wash organic layer with saturated aqueous sodium chloride, dry (magnesium s... The reactants are ClC1=NC(=CC(=N1)Cl)Cl (2,4,6-trichloropyrimidine), C(C)(C)NC(C)C (diisopropylamine), C(=O)=O (Dry ice), Cl (HCl), C(CCC)[Li] (butyllithium). Solvent: C1CCOC1 (THF), C1CCOC1 (THF). Conditions: temperature -78 celsius, time 15 minute. Yields the product ClC1=NC(=C(C(=N1)Cl)C(=O)O)Cl (2,4,6-Trichloropyrimidine-5-carboxylic acid). The yield is 49.0%. RXN SMILES: C(NC(C)C)(C)C.C([Li])CCC.[Cl:13][C:14]1[N:19]=[C:18]([Cl:20])[CH:17]=[C:16]([Cl:21])[N:15]=1.[C:22](=[O:24])=[O:23].Cl>C1COCC1>[Cl:13][C:14]1[N:19]=[C:18]([Cl:20])[C:17]([C:22]([OH:24])=[O:23])=[C:16]([Cl:21])[N:15]=1. Procedure details: To a solution of diisopropylamine (23.42 mL, 164 mmol) in THF (200 mL) was slowly added butyllithium (100 mL, 160 mmol) at −78° C. The mixture was stirred at −78° C. for 15 min. To this mixture was slowly added a solution of 2,4,6-trichloropyrimidine (20.06 g, 109 mmol) in THF (50 mL) at −78° C. The mixture was stirred for 1 h. Dry ice was added and the mixture was stirred at RT for 1 h. To the mixture was added 1N HCl, which was subsequently extracted with EtOAc. The organic layers were basifie... Reactants: c1ccc(CC2CCNCC2)cc1, CCOCC, O=C(CCl)Nc1ccc2cn[nH]c2c1. Yields the product O=C(CN1CCC(Cc2ccccc2)CC1)Nc1ccc2cn[nH]c2c1. RXN SMILES: [CH2:15]([c:16]1[cH:17][cH:18][cH:19][cH:20][cH:21]1)[CH:22]1[CH2:23][CH2:24][NH:25][CH2:26][CH2:27]1.[CH2:28]([O:29][CH2:30][CH3:31])[CH3:32].[Cl:1][CH2:2][C:3](=[O:4])[NH:5][c:6]1[cH:7][cH:8][c:9]2[cH:10][n:11][nH:12][c:13]2[cH:14]1>>[CH2:2]([C:3](=[O:4])[NH:5][c:6]1[cH:7][cH:8][c:9]2[cH:10][n:11][nH:12][c:13]2[cH:14]1)[N:25]1[CH2:24][CH2:23][CH:22]([CH2:15][c:16]2[cH:17][cH:18][cH:19][cH:20][cH:21]2)[CH2:27][CH2:26]1.